From a dataset of the Open Reaction Database (ORD), a public repository of structured organic reaction records. describe an organic reaction: reactants, conditions, products, and yield Reactants: C(C)(C)(C)OC(COC1=CC(=CC=C1)CNCC1=CC=C(C=C1)N1N=CC=C1)=O ({3-[(4-pyrazol-1-yl-benzylamino)-methyl]-phenoxy}-acetic acid tert-butyl ester), S1C(=NC=C1)S(=O)(=O)Cl (thiazole-2-sulfonyl chloride). Reported procedure: The title compound of Step A was prepared following the method described in Step B of Example 3 from {3-[(4-pyrazol-1-yl-benzylamino)-methyl]-phenoxy}-acetic acid tert-butyl ester, prepared in Step A of Example 13a, and thiazole-2-sulfonyl chloride, of Preparation 45 with a reaction time of 3 h. 1H NMR (400 MHz, CD3OD) δ 7.95 (d, 1H), 7.87 (d, 1H), 7.69 (m, 1H), 7.59 (dd, 1H), 7.54 (d, 2H), 7.15 (m, 3H), 6.74 (m, 3H), 6.44 (m, 1H), 4.49 (s, 2H), 4.46 (s, 2H), 4.42 (s, 2H), 1.49 (s, 9H); MS 541 (... As a reaction SMILES: [C:1]([O:5][C:6](=[O:29])[CH2:7][O:8][C:9]1[CH:14]=[CH:13][CH:12]=[C:11]([CH2:15][NH:16][CH2:17][C:18]2[CH:23]=[CH:22][C:21]([N:24]3[CH:28]=[CH:27][CH:26]=[N:25]3)=[CH:20][CH:19]=2)[CH:10]=1)([CH3:4])([CH3:3])[CH3:2].[S:30]1[CH:34]=[CH:33][N:32]=[C:31]1[S:35](Cl)(=[O:37])=[O:36]>>[C:1]([O:5][C:6](=[O:29])[CH2:7][O:8][C:9]1[CH:14]=[CH:13][CH:12]=[C:11]([CH2:15][N:16]([CH2:17][C:18]2[CH:19]=[CH:20][C:21]([N:24]3[CH:28]=[CH:27][CH:26]=[N:25]3)=[CH:22][CH:23]=2)[S:35]([C:31]2[S:30][CH:34]=[CH:33][N:32]=2)(=[O:37])=[O:36])[CH:10]=1)([CH3:4])([CH3:2])[CH3:3]. The product is C(C)(C)(C)OC(COC1=CC(=CC=C1)CN(S(=O)(=O)C=1SC=CN1)CC1=CC=C(C=C1)N1N=CC=C1)=O ((3-{[(4-Pyrazol-1-yl-benzyl)-(thiazole-2-sulfonyl)-amino]-methyl}-phenoxy)-acetic acid tert-butyl ester). The product is O=C(O)c1cc2cc(N3CCN(C4CCCC4)CC3)ncc2[nH]1. The reactants are CCOC(=O)c1cc2cc(N3CCN(C4CCCC4)CC3)ncc2[nH]1, C1CCOC1, CO, O. RXN SMILES: [CH2:1]([CH3:2])[O:3][C:4](=[O:5])[c:6]1[cH:7][c:8]2[c:9]([cH:10][n:11][c:12]([N:14]3[CH2:15][CH2:16][N:17]([CH:20]4[CH2:21][CH2:22][CH2:23][CH2:24]4)[CH2:18][CH2:19]3)[cH:13]2)[nH:25]1.[CH2:26]1[O:27][CH2:28][CH2:29][CH2:30]1.[CH3:31][OH:32].[OH2:33]>>[O:3]=[C:4]([OH:5])[c:6]1[cH:7][c:8]2[c:9]([cH:10][n:11][c:12]([N:14]3[CH2:15][CH2:16][N:17]([CH:20]4[CH2:21][CH2:22][CH2:23][CH2:24]4)[CH2:18][CH2:19]3)[cH:13]2)[nH:25]1. The reactants are OC[C@H](O)[C@@H](O)[C@H](O)[C@H](O)CO (sorbitol), stannous oxylate. Run in O (water). Conditions: temperature 190 celsius. Yields the product C1C([C@@H](C(O1)C(CO)O)O)O (Sorbitan). Reaction SMILES: [OH:1][CH2:2][C@@H:3]([C@H:5]([C@@H:7]([C@@H:9]([CH2:11][OH:12])[OH:10])[OH:8])O)[OH:4]>O>[CH2:11]1[O:12][CH:5]([CH:3]([OH:4])[CH2:2][OH:1])[C@@H:7]([OH:8])[CH:9]1[OH:10]. Reported procedure: To 680.0 grams of meadowfoam acid is added to the sorbitol intermediate. Next add 0.1% stannous oxylate based upon the total weight of the batch after all ingredients have been charged, under agitation. The temperature of the mass is raised to 180-200° C. and water is stripped off as formed. The acid value and hydroxyl value drop to vanishingly small values, and the saponification value increases to theoretical. The reactants are ClC1=NC=C(C(=C1)NC[C@@H]1CN(CCO1)C(=O)OC(C)(C)C)I ((R)-tert-butyl 2-((2-chloro-5-iodopyridin-4-ylamino)methyl)morpholine-4-carboxylate), C([O-])([O-])=O.[Na+].[Na+] (sodium carbonate), COC1=CC=C(C=C1)B(O)O (4-methoxyphenyl boronic acid), [H-].[Na+] (NaH), ClC1=NC=C(C(=C1)N)I (2-chloro-5-iodopyridin-4-amine), S(=O)(=O)(C1=CC=C(C)C=C1)OC[C@@H]1CN(CCO1)C(=O)OC(C)(C)C ((S)-tert-butyl 2-(tosyloxymethyl)morpholine-4-carboxylate), [H-].[Na+] (NaH), ( 4 ). The reagents and catalysts are [Pd].C1(=CC=CC=C1)P(C1=CC=CC=C1)C1=CC=CC=C1.C1(=CC=CC=C1)P(C1=CC=CC=C1)C1=CC=CC=C1.C1(=CC=CC=C1)P(C1=CC=CC=C1)C1=CC=CC=C1.C1(=CC=CC=C1)P(C1=CC=CC=C1)C1=CC=CC=C1 (tetrakis(triphenylphosphine) palladium(0)). The solvent is O (Water), C(C)#N (acetonitrile), CN(C)C=O (DMF), CN(C)C=O (DMF). Reaction conditions: temperature 80 celsius, time 10 minute. Yields the product ClC1=NC=C(C(=C1)NC[C@H]1CN(CCO1)C(=O)OC(C)(C)C)C1=CC=C(C=C1)OC ((S)-tert-Butyl 2-((2-chloro-5-(4-methoxyphenyl)pyridin-4-ylamino)methyl)morpholine-4-carboxylate). The yield is 94.3%. RXN SMILES: [H-].[Na+].ClC1C=C(N)C(I)=CN=1.S(OC[C@H]1OCCN(C(OC(C)(C)C)=O)C1)(C1C=CC(C)=CC=1)(=O)=O.[Cl:37][C:38]1[CH:43]=[C:42]([NH:44][CH2:45][C@H:46]2[O:51][CH2:50][CH2:49][N:48]([C:52]([O:54][C:55]([CH3:58])([CH3:57])[CH3:56])=[O:53])[CH2:47]2)[C:41](I)=[CH:40][N:39]=1.C(=O)([O-])[O-].[Na+].[Na+].[CH3:66][O:67][C:68]1[CH:73]=[CH:72][C:71](B(O)O)=[CH:70][CH:69]=1>CN(C=O)C.C(#N)C.[Pd].C1(P(C2C=CC=CC=2)C2C=CC=CC=2)C=CC=CC=1.C1(P(C2C=CC=CC=2)C2C=CC=CC=2)C=CC=CC=1.C1(P(C2C=CC=CC=2)C2C=CC=CC=2)C=CC=CC=1.C1(P(C2C=CC=CC=2)C2C=CC=CC=2)C=CC=CC=1.O>[Cl:37][C:38]1[CH:43]=[C:42]([NH:44][CH2:45][C@@H:46]2[O:51][CH2:50][CH2:49][N:48]([C:52]([O:54][C:55]([CH3:58])([CH3:57])[CH3:56])=[O:53])[CH2:47]2)[C:41]([C:71]2[CH:72]=[CH:73][C:68]([O:67][CH3:66])=[CH:69][CH:70]=2)=[CH:40][N:39]=1 |f:0.1,5.6.7,11.12.13.14.15|. Procedure: NaH (0.024 g, 0.569 mmol) was added to a solution of 2-chloro-5-iodopyridin-4-amine (0.121 g, 0.474 mmol) in DMF (2.8 mL) at room temperature and stirred for 10 min. The temperature was raised to 80° C. and (S)-tert-butyl 2-(tosyloxymethyl)morpholine-4-carboxylate (0.264 g, 0.711 mmol) in DMF (0.6 mL) was added. The reaction mixture was stirred for 2 h, then further NaH (0.024 g, 0.569 mmol) was added at room temperature. The reaction mixture was further heated at 80° C. for 1 h then cooled. Wat... RXN SMILES: [Li][CH3:2].[N:3]1[C:8]([C:9](Cl)=[O:10])=[CH:7][CH:6]=[CH:5][C:4]=1C(Cl)=O.CC[O:17][CH2:18][CH3:19]>C1COCC1.[Cu]I>[C:9]([C:8]1[CH:7]=[CH:6][CH:5]=[C:4]([C:18](=[O:17])[CH3:19])[N:3]=1)(=[O:10])[CH3:2]. Procedure details: MeLi in ether (185 ml, 259 mmol) was added over one hour into the cooled (-78° C.) suspension of CuI (I) (47.5 g, 249 mmol) in ether (100 ml) and THF (300 ml). The resulting yellow suspension was slowly warmed up to -20° C. over about one hour, then cooled to -78° C. again. 2,6-pyridinedicarboxylic acid dichloride (Example 22, 19.1 g, 93.6 mmol) in THF (100 ml) was added over 30 minutes. The resulting orange-yellow suspension was stirred at temperature lower than -30° C. for 2.5 hours and then h... Solvent: C1CCOC1 (THF), C1CCOC1 (THF). Reagents/catalysts: [Cu]I (CuI). The product is C(C)(=O)C1=NC(=CC=C1)C(C)=O (2,6-Diacetylpyridine). Run at temperature -20 celsius, time 2.5 hour. Starting materials: N1=C(C=CC=C1C(=O)Cl)C(=O)Cl (2,6-Pyridinedicarboxylic acid dichloride), [Li]C (MeLi), CCOCC (ether), NH4Cl-, CCOCC (ether). Starting materials: ClC1=CC=C(C=C1)C1=C(C(=NN1S(=O)(=O)C1=CC=C(C=C1)C)C1CCN(CC1)C(C)=O)C1=NC=NC=C1 (1-{4-[5-(4-chlorophenyl)-4-pyrimidin-4-yl-1-(toluene-4-sulfonyl)-1H-pyrazole-3-yl]-piperidine-1-yl}-ethanone), C([O-])([O-])=O.[K+].[K+] (potassium carbonate). The solvent is C(C)O (ethanol). Yields the product C(C)(=O)N1CCC(CC1)C1=NNC(=C1C1=NC=NC=C1)C1=CC=C(C=C1)Cl (4-[3-(1-acetylpiperidin-4-yl)-5-(4-chlorophenyl)-1H-pyrazol-4-yl]pyrimidine). As a reaction SMILES: [Cl:1][C:2]1[CH:7]=[CH:6][C:5]([C:8]2[N:12](S(C3C=CC(C)=CC=3)(=O)=O)[N:11]=[C:10]([CH:23]3[CH2:28][CH2:27][N:26]([C:29](=[O:31])[CH3:30])[CH2:25][CH2:24]3)[C:9]=2[C:32]2[CH:37]=[CH:36][N:35]=[CH:34][N:33]=2)=[CH:4][CH:3]=1.C(=O)([O-])[O-].[K+].[K+]>C(O)C>[C:29]([N:26]1[CH2:25][CH2:24][CH:23]([C:10]2[C:9]([C:32]3[CH:37]=[CH:36][N:35]=[CH:34][N:33]=3)=[C:8]([C:5]3[CH:4]=[CH:3][C:2]([Cl:1])=[CH:7][CH:6]=3)[NH:12][N:11]=2)[CH2:28][CH2:27]1)(=[O:31])[CH3:30] |f:1.2.3|. Procedure details: This reaction was carried out in a 50 ml round bottom flask. 4-{3-(1-Acetylpiperidin-4-yl)-5-(4-chlorophenyl)-1-[(4-methylphenyl)sulfonyl]-1H-pyrazole-4-yl}pyrimidine (9) (0.5 g) charged to the reactor, followed by ethanol (5 ml), which, in turn, was followed by potassium carbonate (1 g). The mixture was stirred until completion of the reaction, as indicated by liquid chromatography. The ethanol was then removed in vacuo, and the resulting solid was dissolved in ethyl acetate. The organic layer ... The reactants are C(C)(=O)N1C(CC2=CC=CC=C12)C(=O)O (N-acetyl-indoline-2-carboxylic acid), CCO (EtOH), [N+](=O)([O-])C1=CC=C(C=C1)[C@H]([C@@H](CO)N)O ((1R,2R)-1-(4-nitrophenyl)-2-amino-1,3-propanediol), Cl (HCl). Solvent: mixture, CO (MeOH), O (water). Conditions: temperature 76 celsius. Yields the product [N+](=O)([O-])C1=CC=C(C=C1)[C@H]([C@@H](CO)N)O.C(C)(=O)N1[C@@H](CC2=CC=CC=C12)C(=O)O ((S)-N-acetyl-indoline-2-carboxylic acid-(1R,2R)-1-(4-nitrophenyl)-2-amino-1,3-propanediol salt). Isolated yield 40.3%. As a reaction SMILES: [C:1]([N:4]1[C:12]2[C:7](=[CH:8][CH:9]=[CH:10][CH:11]=2)[CH2:6][CH:5]1[C:13]([OH:15])=[O:14])(=[O:3])[CH3:2].CCO.[N+:19]([C:22]1[CH:27]=[CH:26][C:25]([C@@H:28]([OH:33])[C@H:29]([NH2:32])[CH2:30][OH:31])=[CH:24][CH:23]=1)([O-:21])=[O:20].Cl>CO.O>[N+:19]([C:22]1[CH:23]=[CH:24][C:25]([C@@H:28]([OH:33])[C@H:29]([NH2:32])[CH2:30][OH:31])=[CH:26][CH:27]=1)([O-:21])=[O:20].[C:1]([N:4]1[C:12]2[C:7](=[CH:8][CH:9]=[CH:10][CH:11]=2)[CH2:6][C@H:5]1[C:13]([OH:15])=[O:14])(=[O:3])[CH3:2] |f:6.7|. Procedure: 200 g N-acetyl-indoline-2-carboxylic acid (purity 96.5%) was dissolved in 1760 ml of a mixture containing 90% EtOH, 5% water and 5% MeOH, with heating to 76° C., and with mechanical stirring. 138 g/0.69 eq (1R,2R)-1-(4-nitrophenyl)-2-amino-1,3-propanediol (99.5% chemically pure, [a]20 D =-28.5° (c=0.4, 1N HCl)) was dosed in portions in 30 min. at 73-76° C. After cooling to 70° C., grafting with 1 g S-salt took place, followed by cooling to 15° C. in 3 hours and 30 minutes' subsequent stirring. A... Reactants: NC1=NC(=C(C=C1)Br)C (2-amino-5-bromo-6-methylpyridine), N1(CCCCC1)S(=O)(=O)C1=CC=C(C=C1)S (4-(N-piperidinylsulfonyl)thiophenol), ClC1=C(C=C(C(=C1)Cl)C)S(=O)(=O)Cl (2,4-dichloro-5-methylphenylsulfonyl chloride). Yields the product ClC1=C(C=C(C(=C1)Cl)C)S(=O)(=O)NC1=NC(=C(C=C1)SC1=CC=C(C=C1)S(=O)(=O)N1CCCCC1)C (2,4-Dichloro-5-methyl-N-{6-methyl-5-[4-(piperidine-1-sulfonyl)-phenylsulfanyl]-pyridin-2-yl}-benzenesulfonamide). As a reaction SMILES: [NH2:1][C:2]1[CH:7]=[CH:6][C:5](Br)=[C:4]([CH3:9])[N:3]=1.[N:10]1([S:16]([C:19]2[CH:24]=[CH:23][C:22]([SH:25])=[CH:21][CH:20]=2)(=[O:18])=[O:17])[CH2:15][CH2:14][CH2:13][CH2:12][CH2:11]1.[Cl:26][C:27]1[CH:32]=[C:31]([Cl:33])[C:30]([CH3:34])=[CH:29][C:28]=1[S:35](Cl)(=[O:37])=[O:36]>>[Cl:26][C:27]1[CH:32]=[C:31]([Cl:33])[C:30]([CH3:34])=[CH:29][C:28]=1[S:35]([NH:1][C:2]1[CH:7]=[CH:6][C:5]([S:25][C:22]2[CH:21]=[CH:20][C:19]([S:16]([N:10]3[CH2:11][CH2:12][CH2:13][CH2:14][CH2:15]3)(=[O:18])=[O:17])=[CH:24][CH:23]=2)=[C:4]([CH3:9])[N:3]=1)(=[O:37])=[O:36]. Procedure details: 2,4-Dichloro-5-methyl-N-{6-methyl-5-[4-(piperidine-1-sulfonyl)-phenylsulfanyl]-pyridin-2-yl}-benzenesulfonamide was prepared from 2-amino-5-bromo-6-methylpyridine and 4-(N-piperidinylsulfonyl)thiophenol according to General Method 11 step 1 followed by reaction with 2,4-dichloro-5-methylphenylsulfonyl chloride according to General Method 11 step 2. 1H NMR (CDCl3): 9.58 (1 H, br s, NH), 8.09 (1 H, s, A-ring CH ortho to 2×Cl), 7.67 & 6.97 (2×1 H, 2×d, 2×J 11 Hz, pyridyl CH's), 7.62 & 7.12 (2×2 H, ... Reactants: C(C)(C)SCCCCCCCCCCCC(=O)NC1=C(OCCCC(=O)OCC)C=CC=C1 (Ethyl 4-(2-(12-(Isopropylthio)dodecanoylamino)-phenoxy)-butyrate), [OH-].[Na+] (sodium hydroxide), O (water), ester. Run in CO (methanol), CO (Methanol). The product is C(C)(C)SCCCCCCCCCCCC(=O)NC1=C(OCCCC(=O)O)C=CC=C1 (4-(2-(12-(Isopropylthio)dodecanoylamino) phenoxy)-butyric acid). The yield is 17.1%. Reaction SMILES: [CH:1]([S:4][CH2:5][CH2:6][CH2:7][CH2:8][CH2:9][CH2:10][CH2:11][CH2:12][CH2:13][CH2:14][CH2:15][C:16]([NH:18][C:19]1[CH:33]=[CH:32][CH:31]=[CH:30][C:20]=1[O:21][CH2:22][CH2:23][CH2:24][C:25]([O:27]CC)=[O:26])=[O:17])([CH3:3])[CH3:2].[OH-].[Na+].O>CO>[CH:1]([S:4][CH2:5][CH2:6][CH2:7][CH2:8][CH2:9][CH2:10][CH2:11][CH2:12][CH2:13][CH2:14][CH2:15][C:16]([NH:18][C:19]1[CH:33]=[CH:32][CH:31]=[CH:30][C:20]=1[O:21][CH2:22][CH2:23][CH2:24][C:25]([OH:27])=[O:26])=[O:17])([CH3:3])[CH3:2] |f:1.2|. Procedure: A stirred solution of ester (7) (0.124 g, 0.258 mM) in methanol (10 mL) was treated at room temperature under a nitrogen atmosphere with 2.5N sodium hydroxide solution (0.6 mL). Methanol (2×2 mL) was used to clear the mixture, and the reaction allowed to continue until TLC analysis showed no ester remained. The filtered mixture was concentrated in vacuo and the residue obtained stirred with water (30 mL). After aging, the mixture was filtered (The cake is the sodium salt of the product (100 mg),...